From a dataset of the Open Reaction Database (ORD), a public repository of structured organic reaction records. describe an organic reaction: reactants, conditions, products, and yield The reactants are O=C([O-])[O-], CCOC(C)=O, Cc1ccc(C(=O)NC2CC2)cc1-n1cnc2ccc(O)cc2c1=O, ClCCBr, [K+], [K+], CN(C)C=O. Product: Cc1ccc(C(=O)NC2CC2)cc1-n1cnc2ccc(OCCCl)cc2c1=O. Reaction SMILES: [C:30](=[O:31])([O-:32])[O-:33].[CH3:41][CH2:42][O:43][C:44](=[O:45])[CH3:46].[CH:1]1([NH:4][C:5]([c:6]2[cH:7][c:8](-[n:13]3[cH:14][n:15][c:16]4[cH:17][cH:18][c:19]([OH:24])[cH:20][c:21]4[c:22]3=[O:23])[c:9]([CH3:12])[cH:10][cH:11]2)=[O:25])[CH2:2][CH2:3]1.[Cl:26][CH2:27][CH2:28][Br:29].[K+:34].[K+:35].[O:36]=[CH:37][N:38]([CH3:39])[CH3:40]>>[CH:1]1([NH:4][C:5]([c:6]2[cH:7][c:8](-[n:13]3[cH:14][n:15][c:16]4[cH:17][cH:18][c:19]([O:24][CH2:28][CH2:27][Cl:26])[cH:20][c:21]4[c:22]3=[O:23])[c:9]([CH3:12])[cH:10][cH:11]2)=[O:25])[CH2:2][CH2:3]1. Reported procedure: The instant compounds having the 5, 8, 11 and 14 double bonds are prepared preferably by alkylating the appropriate alkyl ester of arachidonic acid with an alkyl iodide in the presence of a base, such as a secondary amine, and n-alkyl lithium, i.e. n-butyl lithium. Typically, ethyl arachidonate is added to n-isopropylcyclohexylamine containing n-butyl lithium at a low temperature, e.g. -78°C., and then methyl iodide is added to yield ethyl 2-methylarachidonate. That same procedure then is repeat... Reaction SMILES: [C:1](O)(=O)CCC/C=C\C/C=C\C/C=C\C/C=C\CCCCC.C([Li])CCC.[C:28]([O:49][CH2:50][CH3:51])(=[O:48])[CH2:29][CH2:30][CH2:31]/[CH:32]=[CH:33]\[CH2:34]/[CH:35]=[CH:36]\[CH2:37]/[CH:38]=[CH:39]\[CH2:40]/[CH:41]=[CH:42]\[CH2:43][CH2:44][CH2:45][CH2:46][CH3:47].CI>>[CH3:1][CH:29]([CH2:30][CH2:31]/[CH:32]=[CH:33]\[CH2:34]/[CH:35]=[CH:36]\[CH2:37]/[CH:38]=[CH:39]\[CH2:40]/[CH:41]=[CH:42]\[CH2:43][CH2:44][CH2:45][CH2:46][CH3:47])[C:28]([O:49][CH2:50][CH3:51])=[O:48]. Yields the product CC(C(=O)OCC)CC\C=C/C\C=C/C\C=C/C\C=C/CCCCC (ethyl 2-methylarachidonate). Reactants: alkyl ester, n-alkyl lithium, CI (methyl iodide), secondary amine, C(CCC\C=C/C\C=C/C\C=C/C\C=C/CCCCC)(=O)OCC (ethyl arachidonate), n-isopropylcyclohexylamine, C(CCC)[Li] (n-butyl lithium), C(CCC\C=C/C\C=C/C\C=C/C\C=C/CCCCC)(=O)O (arachidonic acid), alkyl iodide, C(CCC)[Li] (n-butyl lithium).